From a dataset of the Open Reaction Database (ORD), a public repository of structured organic reaction records. describe an organic reaction: reactants, conditions, products, and yield The reactants are O (water), [H-].[Na+] (Sodium hydride), OC1CCC(CC1)C(=O)OCC (ethyl 4-hydroxycyclohexanecarboxylate), FC1=C(C=CC(=C1)F)[N+](=O)[O-] (2,4-difluoronitrobenzene). The solvent is C(C)(=O)OCC (ethyl acetate), CC(=O)N(C)C (DMA). Reaction conditions: temperature 4 celsius, time 1 hour. Yields the product C(C)OC(=O)[C@@H]1CC[C@@H](CC1)OC1=CC(=C(C=C1)[N+](=O)[O-])F (cis-4-(3-Fluoro-4-nitro-phenoxy)-cyclohexanecarboxylic acid ethyl ester). The yield is 11.0%. RXN SMILES: [H-].[Na+].[OH:3][CH:4]1[CH2:9][CH2:8][CH:7]([C:10]([O:12][CH2:13][CH3:14])=[O:11])[CH2:6][CH2:5]1.[F:15][C:16]1[CH:21]=[C:20](F)[CH:19]=[CH:18][C:17]=1[N+:23]([O-:25])=[O:24].O>CC(N(C)C)=O.C(OCC)(=O)C>[CH2:13]([O:12][C:10]([C@H:7]1[CH2:6][CH2:5][C@@H:4]([O:3][C:20]2[CH:19]=[CH:18][C:17]([N+:23]([O-:25])=[O:24])=[C:16]([F:15])[CH:21]=2)[CH2:9][CH2:8]1)=[O:11])[CH3:14] |f:0.1|. Procedure details: Sodium hydride (60% dispersion in mineral oil, 5.05 g, 126 mmol) was added in one portion to a stirred solution of ethyl 4-hydroxycyclohexanecarboxylate (20.7 g, 120 mmol) and 2,4-difluoronitrobenzene (19.1 g, 120.2 mmol) in DMA (100 mL) at 4° C. and the mixture was stirred at 4° C. for 1 h and then the reaction mixture was warmed to ambient temperature and stirred for 24 h. The reaction mixture was cooled to 0° C. and then water and ethyl acetate were added. The layers were separated and the or...